Dataset: the Open Reaction Database (ORD), a public repository of structured organic reaction records. Task: describe an organic reaction: reactants, conditions, products, and yield The reactants are O=[N+]([O-])c1cc(Br)cnc1Cl, Nc1cccc(CN2CCOCC2)c1. Yields the product O=[N+]([O-])c1cc(Br)cnc1Nc1cccc(CN2CCOCC2)c1. Reaction SMILES: [Br:1][c:2]1[cH:3][c:4]([N+:9](=[O:10])[O-:11])[c:5]([Cl:8])[n:6][cH:7]1.[O:12]1[CH2:13][CH2:14][N:15]([CH2:18][c:19]2[cH:20][c:21]([NH2:25])[cH:22][cH:23][cH:24]2)[CH2:16][CH2:17]1>>[Br:1][c:2]1[cH:3][c:4]([N+:9](=[O:10])[O-:11])[c:5]([NH:25][c:21]2[cH:20][c:19]([CH2:18][N:15]3[CH2:14][CH2:13][O:12][CH2:17][CH2:16]3)[cH:24][cH:23][cH:22]2)[n:6][cH:7]1. Reactants: FC1=C(OC2=CC(=NC=C2)NC(CC)=O)C=C(C(=C1)[N+](=O)[O-])F (N-(4-(2,5-difluoro-4-nitrophenoxy)pyridin-2-yl)propionamide), [NH4+].[Cl-] (NH4Cl). Reagents/catalysts: [Fe] (Fe). Run in CCO (EtOH), O (water). Conditions: temperature 80 celsius. Product: NC1=CC(=C(OC2=CC(=NC=C2)NC(CC)=O)C=C1F)F (N-(4-(4-amino-2,5-difluorophenoxy)pyridin-2-yl)propionamide). The yield is 70.5%. RXN SMILES: [F:1][C:2]1[CH:19]=[C:18]([N+:20]([O-])=O)[C:17]([F:23])=[CH:16][C:3]=1[O:4][C:5]1[CH:10]=[CH:9][N:8]=[C:7]([NH:11][C:12](=[O:15])[CH2:13][CH3:14])[CH:6]=1.[NH4+].[Cl-]>CCO.O.[Fe]>[NH2:20][C:18]1[C:17]([F:23])=[CH:16][C:3]([O:4][C:5]2[CH:10]=[CH:9][N:8]=[C:7]([NH:11][C:12](=[O:15])[CH2:13][CH3:14])[CH:6]=2)=[C:2]([F:1])[CH:19]=1 |f:1.2|. Procedure: To a suspension of N-(4-(2,5-difluoro-4-nitrophenoxy)pyridin-2-yl)propionamide (27.2 g, 84.2 mmol) in EtOH (750 mL) was added a solution of NH4Cl (18 g, 337 mmol) in water (188 mL) and Fe powder (97%, 325 mesh, 18.8 g, 337 mmol) in one portion at RT. The mixture was then heated at 80° C. for 1 h, cooled to ambient temp, filtered through a bed of diatomaceous earth, and washed with MeOH (1 L). The combined filtrates were concentrated to dryness and purified by silica gel chromatography (EtOAc/hex... Reactants: C(C)OCC (diethyl ether), [Cl-].[Al+3].[Cl-].[Cl-] (aluminum chloride), C=1(C(=CC=CC1)C(=O)OC1=CC(=CC(=C1)C)C)C (3,5-dimethylphenyl o-toluate), O (water), Cl (hydrochloric acid). Product: OC1=C(C(=O)C2=C(C=CC=C2)C)C(=CC(=C1)C)C (2-hydroxy-2',4,6-trimethylbenzophenone). RXN SMILES: [Cl-].[Al+3].[Cl-].[Cl-].C1(C)C(C([O:13][C:14]2[CH:19]=[C:18]([CH3:20])[CH:17]=[C:16]([CH3:21])[CH:15]=2)=O)=CC=CC=1.O.Cl.C([O:27][CH2:28][CH3:29])C>>[OH:13][C:14]1[CH:15]=[C:16]([CH3:21])[CH:17]=[C:18]([CH3:20])[C:19]=1[C:28]([C:29]1[CH:18]=[CH:19][CH:14]=[CH:15][C:16]=1[CH3:17])=[O:27] |f:0.1.2.3|. Procedure: Anhydrous aluminum chloride (20 g.) was added in portions during 5 minutes to 3,5-dimethylphenyl o-toluate (36.3 g.) and the mixture was heated at 140°-150° C. for 3 hours. After cooling, water (300 ml.) and concentrated hydrochloric acid (25 ml.) were added and the mixture was stirred and heated on the steam-bath until hydrolysis was complete. After cooling, the mixture was stirred with diethyl ether (110 ml.) and filtered through charcoal and kieselguhr. The layers were separated and the aqueo... The reactants are CCCCn1ccc(C=CC(=O)OCC)cc1=O, CCO, [H][H]. Product: CCCCn1ccc(CCC(=O)OCC)cc1=O. As a reaction SMILES: [CH2:1]([CH2:2][CH2:3][CH3:4])[n:5]1[c:6](=[O:18])[cH:7][c:8]([CH:11]=[CH:12][C:13](=[O:14])[O:15][CH2:16][CH3:17])[cH:9][cH:10]1.[CH3:21][CH2:22][OH:23].[H:19][H:20]>>[CH2:1]([CH2:2][CH2:3][CH3:4])[n:5]1[c:6](=[O:18])[cH:7][c:8]([CH2:11][CH2:12][C:13](=[O:14])[O:15][CH2:16][CH3:17])[cH:9][cH:10]1. Reactants: OC1=C(C(=O)OC)C=CC(=C1)O (methyl 2,4-dihydroxybenzoate), IC(C)C (2-iodopropane), Ag2CO3, OC1=C(C(=O)OC)C=CC(=C1)O (methyl 2,4-dihydroxybenzoate), IC(C)C (2-iodopropane). Run in C1=CC=CC=C1 (benzene). Yields the product OC1=C(C(=O)OC)C=CC(=C1)OC(C)C (Methyl 2-hydroxy-4-isopropoxybenzoate), OC1=CC(=C(C(=O)OC)C=C1)OC(C)C (methyl 4-hydroxy-2-isopropoxybenzoate). Reaction conditions: temperature 100 celsius. Reported procedure: To a solution of methyl 2,4-dihydroxybenzoate (5.4 g) and 2-iodopropane (10.2 g) in benzene (200 mL) was added Ag2CO3 and the mixture was heated in a 100° C. oil bath for 1 h. Additional methyl 2,4-dihydroxybenzoate (5 g) and 2-iodopropane (5 g) were added and the mixture was heated at 100° C. for another 2 h. After cooling, the mixture was filtered and concentrated. The residue was purified by flash chromatography eluted with 30:1 toluene/EtOAc to give 3 g of the title compound along with 1.2 g... RXN SMILES: [OH:1][C:2]1[CH:11]=[C:10]([OH:12])[CH:9]=[CH:8][C:3]=1[C:4]([O:6][CH3:7])=[O:5].I[CH:14]([CH3:16])[CH3:15]>C1C=CC=CC=1>[OH:1][C:2]1[CH:11]=[C:10]([O:12][CH:14]([CH3:16])[CH3:15])[CH:9]=[CH:8][C:3]=1[C:4]([O:6][CH3:7])=[O:5].[OH:12][C:10]1[CH:9]=[CH:8][C:3]([C:4]([O:6][CH3:7])=[O:5])=[C:2]([O:1][CH:14]([CH3:16])[CH3:15])[CH:11]=1.